Dataset: the Open Reaction Database (ORD), a public repository of structured organic reaction records. Task: describe an organic reaction: reactants, conditions, products, and yield Reactants: C(C)(=O)OC1=CC=C(C=CC(=O)O)C=C1 (p-acetoxy-cinnamic acid), S(=O)(Cl)Cl (thionyl chloride), [N-]=[N+]=[N-].[Na+] (sodium azide). Solvent: C1=CC=CC=C1 (benzene). Reaction conditions: time 48 hour. The product is C(C)(=O)OC1=CC=C(C=CC(=O)N=[N+]=[N-])C=C1 (p-Acetoxy-cinnamic acid azide). Reaction SMILES: [C:1]([O:4][C:5]1[CH:15]=[CH:14][C:8]([CH:9]=[CH:10][C:11](O)=[O:12])=[CH:7][CH:6]=1)(=[O:3])[CH3:2].S(Cl)(Cl)=O.[N-:20]=[N+:21]=[N-:22].[Na+]>C1C=CC=CC=1>[C:1]([O:4][C:5]1[CH:15]=[CH:14][C:8]([CH:9]=[CH:10][C:11]([N:20]=[N+:21]=[N-:22])=[O:12])=[CH:7][CH:6]=1)(=[O:3])[CH3:2] |f:2.3|. Reported procedure: 41.2 g (0.02 mol) of p-acetoxy-cinnamic acid are suspended in 100 ml of benzene and 29 ml (0.4 mol) of thionyl chloride are added. The reaction mixture is heated to the boil under a reflux condenser for half an hour and thereafter the solvent and excess thionyl chloride are removed by distillation in vacuo. The crude p-acetoxy-cinnamic acid chloride which remains is dissolved in 200 ml of absolute dimethoxyethane, 39 g (0.6 mol) of sodium azide are added and thereafter the mixture is stirred for...